This data is from the Open Reaction Database (ORD), a public repository of structured organic reaction records. The task is: describe an organic reaction: reactants, conditions, products, and yield Product: COCC=Cc1cc(Br)ccc1C. Reactants: [Br-], Cc1ccc(Br)cc1C=O, COCC[P+](c1ccccc1)(c1ccccc1)c1ccccc1, O=C(O)C(F)(F)F. As a reaction SMILES: [Br-:1].[Br:25][c:26]1[cH:27][cH:28][c:29]([CH3:34])[c:30]([CH:31]=[O:32])[cH:33]1.[CH3:2][O:3][CH2:4][CH2:5][P+:6]([c:7]1[cH:8][cH:9][cH:10][cH:11][cH:12]1)([c:13]1[cH:14][cH:15][cH:16][cH:17][cH:18]1)[c:19]1[cH:20][cH:21][cH:22][cH:23][cH:24]1.[F:35][C:36]([F:37])([F:38])[C:39]([OH:40])=[O:41]>>[CH3:2][O:3][CH2:4][CH:5]=[CH:31][c:30]1[c:29]([CH3:34])[cH:28][cH:27][c:26]([Br:25])[cH:33]1. The reactants are CO, COC(=O)c1ccc2c(c1)CC(C)(C)C(c1ccccc1NS(=O)(=O)c1cccc(F)c1)N2, [Na+], C1CCOC1, [OH-]. The product is CC1(C)Cc2cc(C(=O)O)ccc2NC1c1ccccc1NS(=O)(=O)c1cccc(F)c1. RXN SMILES: [CH3:36][OH:37].[F:1][c:2]1[cH:3][c:4]([S:8](=[O:9])(=[O:10])[NH:11][c:12]2[c:13]([CH:18]3[NH:19][c:20]4[cH:21][cH:22][c:23]([C:30](=[O:31])[O:32][CH3:33])[cH:24][c:25]4[CH2:26][C:27]3([CH3:28])[CH3:29])[cH:14][cH:15][cH:16][cH:17]2)[cH:5][cH:6][cH:7]1.[Na+:35].[O:38]1[CH2:39][CH2:40][CH2:41][CH2:42]1.[OH-:34]>>[F:1][c:2]1[cH:3][c:4]([S:8](=[O:9])(=[O:10])[NH:11][c:12]2[c:13]([CH:18]3[NH:19][c:20]4[cH:21][cH:22][c:23]([C:30](=[O:31])[OH:32])[cH:24][c:25]4[CH2:26][C:27]3([CH3:28])[CH3:29])[cH:14][cH:15][cH:16][cH:17]2)[cH:5][cH:6][cH:7]1. Reactants: Oc1nc(C2(c3ccc(Br)cc3)CCC2)no1, O, O=P(Cl)(Cl)Cl, c1ccncc1. The product is Clc1nc(C2(c3ccc(Br)cc3)CCC2)no1. RXN SMILES: [Br:1][c:2]1[cH:3][cH:4][c:5]([C:8]2([c:12]3[n:13][o:14][c:15]([OH:17])[n:16]3)[CH2:9][CH2:10][CH2:11]2)[cH:6][cH:7]1.[OH2:29].[P:24]([Cl:25])([Cl:26])([Cl:27])=[O:28].[cH:18]1[cH:19][cH:20][n:21][cH:22][cH:23]1>>[Br:1][c:2]1[cH:3][cH:4][c:5]([C:8]2([c:12]3[n:13][o:14][c:15]([Cl:26])[n:16]3)[CH2:9][CH2:10][CH2:11]2)[cH:6][cH:7]1. The reactants are S1C=CC=C1 (thiophene), O(CC)CC (1,1'-oxybisethane), intermediate 16, N1=CC=CC2=CC(=CC=C12)C=O (6-quinolinecarboxaldehyde), C(CCC)[Li] (butyllithium), ice water. The solvent is hexanes, O1CCCC1 (tetrahydrofuran). Reaction conditions: time 1 hour. The product is S1C(=CC=C1)C(O)C=1C=C2C=CC=NC2=CC1 (α-(2-thienyl)-6-quinolinemethanol). Yield: 31.1%. As a reaction SMILES: [S:1]1[CH:5]=[CH:4][CH:3]=[CH:2]1.O(CC)CC.C([Li])CCC.[N:16]1[C:25]2[C:20](=[CH:21][C:22]([CH:26]=[O:27])=[CH:23][CH:24]=2)[CH:19]=[CH:18][CH:17]=1>O1CCCC1>[S:1]1[CH:5]=[CH:4][CH:3]=[C:2]1[CH:26]([C:22]1[CH:21]=[C:20]2[C:25](=[CH:24][CH:23]=1)[N:16]=[CH:17][CH:18]=[CH:19]2)[OH:27]. Reported procedure: To a stirred and cooled (-5°/0° C.) solution of 5.4 parts of thiophene in 21.3 parts of 1,1'-oxybisethane were added portionwise 43.5 parts of a solution of n. butyllithium in hexanes 1.6M. After stirring for 20 min. at 0° C., there was added a solution of 5 parts of intermediate 16, namely 6-quinolinecarboxaldehyde, in 71.2 parts of tetrahydrofuran. Stirring at 0° C. was continued for 1 hour and then the reaction mixture was poured into 200 parts of ice-water. The product was extracted with 1,1... Isolated yield 73.0%. Starting materials: FC(C(/C=C/C1=CC(=C(C(=O)NC2(CC2)C(=O)O)C=C1)C(F)(F)F)C1=CC(=C(C(=C1)Cl)Cl)Cl)(F)F ((E)-1-(4-(4,4,4-trifluoro-3-(3,4,5-trichlorophenyl)but-1-en-1-yl)-2-(trifluoromethyl)benzamido)cyclopropanecarboxylic acid), ClCCl (dichloromethane), CCN=C=NCCCN(C)C.Cl (EDC HCl). Reaction conditions: time 5 minute. As a reaction SMILES: [F:1][C:2]([F:35])([F:34])[CH:3]([C:25]1[CH:30]=[C:29](Cl)[C:28]([Cl:32])=C(Cl)[CH:26]=1)/[CH:4]=[CH:5]/[C:6]1[CH:20]=[CH:19][C:9]([C:10]([NH:12][C:13]2([C:16]([OH:18])=O)[CH2:15][CH2:14]2)=[O:11])=[C:8]([C:21]([F:24])([F:23])[F:22])[CH:7]=1.CCN=C=NCCCN(C)C.[ClH:47].Cl[CH2:49][Cl:50]>>[F:34][C:2]([F:1])([F:35])[CH:3]([C:25]1[CH:30]=[C:29]([Cl:47])[C:28]([Cl:32])=[C:49]([Cl:50])[CH:26]=1)/[CH:4]=[CH:5]/[C:6]1[CH:20]=[CH:19][C:9]([C:10]2[O:11][C:16](=[O:18])[C:13]3([CH2:15][CH2:14]3)[N:12]=2)=[C:8]([C:21]([F:24])([F:23])[F:22])[CH:7]=1 |f:1.2|. Procedure details: A 500 mL rb flask equipped with a magnetic stir bar and a temperature probe was charged with (E)-1-(4-(4,4,4-trifluoro-3-(3,4,5-trichlorophenyl)but-1-en-1-yl)-2-(trifluoromethyl)benzamido)cyclopropanecarboxylic acid (9.2 g, 16.41 mmol), dichloromethane (DCM) (30 mL) and cooled in an ice water bath. With stirring, EDC HCl (3.15 g, 16.4 mmol) was added in one portion. After 5 min, the ice bath was removed and the reaction mixture was allowed to warm to room temperature and stirred for 2 h. The rea... Yields the product FC(C(/C=C/C1=CC(=C(C=C1)C1=NC2(CC2)C(O1)=O)C(F)(F)F)C1=CC(=C(C(=C1)Cl)Cl)Cl)(F)F ((E)-5-(4-(4,4,4-trifluoro-3-(3,4,5-trichlorophenyl)but-1-en-1-yl)-2-(trifluoromethyl)phenyl)-6-oxa-4-azaspiro[2.4]hept-4-en-7-one). Solvent: C(C)(=O)OCC (ethyl acetate), C(C)(=O)OCC (ethyl acetate). Procedure details: The 4-(substituted-amino)phenylalkenoic acids may be prepared by condensation of the appropriate aldehydes or by dehydration of the corresponding substituted-phenylhydroxyalkanoic acids. For example, ethyl 5-[4-(cyclopentylmethylamino)phenyl]-2,4-pentadienoate is obtained by the Wittig reaction of 4-(cyclopentylmethylamino)benzaldehyde with the Wittig reagent, triethyl 4-phosphonocrotonate. Alternatively, these alkanoic acids are obtained by heating 4-[N-(10-cyclopentyldecyl-N-methylamino]benzal... The reactants are N-(10-cyclopentyldecyl-N-methylamino]benzaldehyde, C1CCC(CC1)CNC1=C(C=CC=C1)C(CC(=O)OCC)O (ethyl 3-[(4-cyclohexylmethylamino)phenyl]-3-hydroxypropionate), [Na] (sodium), C(C)(=O)OC(C)=O (acetic anhydride), C(C)(=O)[O-].[K+] (potassium acetate). Yields the product C1(CCCCC1)CNC1=CC=C(C=CC(=O)OCC)C=C1 (ethyl 4-cyclohexylmethylaminocinnamate). RXN SMILES: [Na].[C:2]([O:5][C:6](=[O:8])[CH3:7])(=O)[CH3:3].[C:9]([O-])(=O)C.[K+].[CH2:14]1[CH2:19][CH2:18][CH:17]([CH2:20][NH:21][C:22]2[CH:27]=[CH:26][CH:25]=[CH:24][C:23]=2C(O)CC(OCC)=O)[CH2:16][CH2:15]1>C(OCC)(=O)C>[CH:17]1([CH2:20][NH:21][C:22]2[CH:23]=[CH:24][C:25]([CH:9]=[CH:7][C:6]([O:5][CH2:2][CH3:3])=[O:8])=[CH:26][CH:27]=2)[CH2:16][CH2:15][CH2:14][CH2:19][CH2:18]1 |f:2.3,^1:0|.